Dataset: the Open Reaction Database (ORD), a public repository of structured organic reaction records. Task: describe an organic reaction: reactants, conditions, products, and yield Reaction SMILES: [Cl:1][c:2]1[cH:3][c:4]([NH:9][C:10](=[O:11])[N:12]2[CH2:13][CH2:14][N:15]([CH2:18][CH:19]3[N:20]([C:27]([O:28][CH2:29][c:30]4[cH:31][cH:32][cH:33][cH:34][cH:35]4)=[O:36])[CH2:21][CH2:22][N:23]([CH2:25][CH3:26])[CH2:24]3)[CH2:16][CH2:17]2)[cH:5][cH:6][c:7]1[Cl:8].[ClH:37].[O:38]1[CH2:39][CH2:40][O:41][CH2:42][CH2:43]1>>[Cl:1][c:2]1[cH:3][c:4]([NH:9][C:10](=[O:11])[N:12]2[CH2:13][CH2:14][N:15]([CH2:18][CH:19]3[NH:20][CH2:21][CH2:22][N:23]([CH2:25][CH3:26])[CH2:24]3)[CH2:16][CH2:17]2)[cH:5][cH:6][c:7]1[Cl:8]. Yields the product CCN1CCNC(CN2CCN(C(=O)Nc3ccc(Cl)c(Cl)c3)CC2)C1. Reactants: CCN1CCN(C(=O)OCc2ccccc2)C(CN2CCN(C(=O)Nc3ccc(Cl)c(Cl)c3)CC2)C1, Cl, C1COCCO1. Yields the product CC1=CC=C(C=C1)S(=O)(=O)OCC1OC2=C(C1)C=CC(=C2)C2=CC=CC=C2 ((±)-(6-phenyl-2,3-dihydro-1-benzofuran-2-yl)methyl 4-methylbenzenesulfonate). Yield: 10.1%. Conditions: temperature 90 celsius. Reagents/catalysts: C=1C=CC(=CC1)[P](C=2C=CC=CC2)(C=3C=CC=CC3)[Pd]([P](C=4C=CC=CC4)(C=5C=CC=CC5)C=6C=CC=CC6)([P](C=7C=CC=CC7)(C=8C=CC=CC8)C=9C=CC=CC9)[P](C=1C=CC=CC1)(C=1C=CC=CC1)C=1C=CC=CC1 (tetrakis(triphenylphosphine)palladium(0)). Reactants: CC1=CC=C(C=C1)S(=O)(=O)OCC1OC2=C(C1)C=CC(=C2)OS(=O)(=O)C(F)(F)F ((±)-(6-{[(trifluoromethyl)sulfonyl]oxy}-2,3-dihydro-1-benzofuran-2-yl)methyl 4-methylbenzenesulfonate), C1(=CC=CC=C1)B(O)O (phenylboronic acid), [Cl-].[Li+] (lithium chloride). RXN SMILES: [CH3:1][C:2]1[CH:7]=[CH:6][C:5]([S:8]([O:11][CH2:12][CH:13]2[CH2:17][C:16]3[CH:18]=[CH:19][C:20](OS(C(F)(F)F)(=O)=O)=[CH:21][C:15]=3[O:14]2)(=[O:10])=[O:9])=[CH:4][CH:3]=1.[C:30]1(B(O)O)[CH:35]=[CH:34][CH:33]=[CH:32][CH:31]=1.[Cl-].[Li+]>O1CCOCC1.O.C(OCC)(=O)C.C1C=CC([P]([Pd]([P](C2C=CC=CC=2)(C2C=CC=CC=2)C2C=CC=CC=2)([P](C2C=CC=CC=2)(C2C=CC=CC=2)C2C=CC=CC=2)[P](C2C=CC=CC=2)(C2C=CC=CC=2)C2C=CC=CC=2)(C2C=CC=CC=2)C2C=CC=CC=2)=CC=1>[CH3:1][C:2]1[CH:7]=[CH:6][C:5]([S:8]([O:11][CH2:12][CH:13]2[CH2:17][C:16]3[CH:18]=[CH:19][C:20]([C:30]4[CH:35]=[CH:34][CH:33]=[CH:32][CH:31]=4)=[CH:21][C:15]=3[O:14]2)(=[O:9])=[O:10])=[CH:4][CH:3]=1 |f:2.3,^1:57,59,78,97|. Procedure details: To a solution of (±)-(6-hydroxy-2,3-dihydro-1-benzofuran-2-yl)methyl 4-methylbenzenesulfonate (8.67 g, 27.2 mmol) in anhydrous dichloromethane (300 mL) at 0° C. was added diisopropylethylamine (4.22 g, 32.6 mmol) followed by trifluoromethanesulfonic anhydride (8.45 g, 29.9 mmol) and the reaction mixture was allowed to stir at 0° C. for 1 h. The reaction mixture was quenched with water (300 mL) and diluted with dichloromethane (400 mL), The combined organic layers were washed with saturated aqueo... Solvent: O1CCOCC1 (dioxane), O (water), C(C)(=O)OCC (ethyl acetate). Starting materials: C1N(CCC12CCNCC2)C(=O)C2=CC=C1CCC(C1=C2)NC(C2=C(C=CC=C2)Cl)=O (N-(6-(2,8-diazaspiro[4.5]decane-2-carbonyl)-2,3-dihydro-1H-inden-1-yl)-2-chlorobenzamide), CCN(C(C)C)C(C)C (DIPEA), ClC1=CC=NC=C1 (4-chloropyridine), CCO (EtOH). Run at temperature 130 celsius. Product: ClC1=C(C(=O)NC2CCC3=CC=C(C=C23)C(=O)N2CCC3(C2)CCN(CC3)C3=CC=[N+](C=C3)[O-])C=CC=C1 (2-Chloro-N-[6-[8-(1-oxido-pyridin-1-ium-4-yl)-3,8-diazaspiro[4.5]decane-3-carbonyl]-2,3-dihydro-1H-inden-1-yl]-benzamide). Isolated yield 23.0%. Reaction SMILES: [CH2:1]1[C:5]2([CH2:10][CH2:9][NH:8][CH2:7][CH2:6]2)[CH2:4][CH2:3][N:2]1[C:11]([C:13]1[CH:21]=[C:20]2[C:16]([CH2:17][CH2:18][CH:19]2[NH:22][C:23](=[O:31])[C:24]2[CH:29]=[CH:28][CH:27]=[CH:26][C:25]=2[Cl:30])=[CH:15][CH:14]=1)=[O:12].CCN(C(C)C)C(C)C.Cl[C:42]1[CH:47]=[CH:46][N:45]=[CH:44][CH:43]=1.CC[OH:50]>>[Cl:30][C:25]1[CH:26]=[CH:27][CH:28]=[CH:29][C:24]=1[C:23]([NH:22][CH:19]1[C:20]2[C:16](=[CH:15][CH:14]=[C:13]([C:11]([N:2]3[CH2:1][C:5]4([CH2:10][CH2:9][N:8]([C:42]5[CH:47]=[CH:46][N+:45]([O-:50])=[CH:44][CH:43]=5)[CH2:7][CH2:6]4)[CH2:4][CH2:3]3)=[O:12])[CH:21]=2)[CH2:17][CH2:18]1)=[O:31]. Reported procedure: A stirred mixture of N-(6-(2,8-diazaspiro[4.5]decane-2-carbonyl)-2,3-dihydro-1H-inden-1-yl)-2-chlorobenzamide (350 mg, 0.799 mmol, 1 eq.), DIPEA (0.34 ml, 1.99 mmol, 2.5 eq.) and 4-chloropyridine (103 mg, 0.799 mmol, 1 eq.) in EtOH (7 ml) was heated at 130° C. for 72 h. The solvent was removed and the crude material was purified by column chromatography (silica gel, 3-5% MeOH/MC) to afford the final product as a light brown solid. Yield: 23% (100 mg, 0.19 mmol). The reactants are CC1=C(C(=N)N)C=CC=C1 (2-methyl-benzamidine), ClC1=C(C=C(C#N)C#N)C=CC(=C1)Cl (2-(2,4-dichloro-benzylidene)-malononitrile). The product is NCC=1C(=NC(=NC1C1=C(C=C(C=C1)Cl)Cl)C1=C(C=CC=C1)C)N (5-Aminomethyl-6-(2,4-dichloro-phenyl)-2-o-tolyl-pyrimidin-4-ylamine). Reaction SMILES: [CH3:1][C:2]1[CH:10]=[CH:9][CH:8]=[CH:7][C:3]=1[C:4]([NH2:6])=[NH:5].[Cl:11][C:12]1[CH:23]=[C:22]([Cl:24])[CH:21]=[CH:20][C:13]=1[CH:14]=[C:15]([C:18]#[N:19])[C:16]#[N:17]>>[NH2:19][CH2:18][C:15]1[C:16]([NH2:17])=[N:5][C:4]([C:3]2[CH:7]=[CH:8][CH:9]=[CH:10][C:2]=2[CH3:1])=[N:6][C:14]=1[C:13]1[CH:20]=[CH:21][C:22]([Cl:24])=[CH:23][C:12]=1[Cl:11]. Procedure details: The title compound, MS: m/e=358.9 (M+H+), was prepared from 2-methyl-benzamidine and 2-(2,4-dichloro-benzylidene)-malononitrile in analogy to the process described in Example 11 as a solid. Starting materials: O=C([O-])[O-], BrCC1CCCCC1, [Cs+], [Cs+], CN(C)C=O, O, Nc1nc(-c2n[nH]c3ncccc23)ncc1-c1ccncc1. Yields the product Nc1nc(-c2nn(CC3CCCCC3)c3ncccc23)ncc1-c1ccncc1. RXN SMILES: [C:23](=[O:24])([O-:25])[O-:26].[CH:29]1([CH2:35][Br:36])[CH2:30][CH2:31][CH2:32][CH2:33][CH2:34]1.[Cs+:27].[Cs+:28].[O:38]=[CH:39][N:40]([CH3:41])[CH3:42].[OH2:37].[nH:1]1[n:2][c:3](-[c:10]2[n:11][cH:12][c:13](-[c:17]3[cH:18][cH:19][n:20][cH:21][cH:22]3)[c:14]([NH2:16])[n:15]2)[c:4]2[c:5]1[n:6][cH:7][cH:8][cH:9]2>>[n:1]1([CH2:35][CH:29]2[CH2:30][CH2:31][CH2:32][CH2:33][CH2:34]2)[n:2][c:3](-[c:10]2[n:11][cH:12][c:13](-[c:17]3[cH:18][cH:19][n:20][cH:21][cH:22]3)[c:14]([NH2:16])[n:15]2)[c:4]2[c:5]1[n:6][cH:7][cH:8][cH:9]2. Reactants: C(C)N(C1=C(C=CC(=C1)OC)[C@H]1CC=2C=CC(=CC2CC1)OC(C(C)(C)C)=O)C(C1=CC=C(C=C1)O)=O (pivalic acid (R)-6-{2-[ethyl(4-hydroxybenzoyl)amino]-4-methoxyphenyl}-5,6,7,8-tetrahydronaphthalen-2-yl ester), C12CCC(CC1)N2C(CBr)=O (1-(7-azabicyclo[2.2.1]hept-7-yl)-2-bromoethanone). The product is C12CCC(CC1)N2CCOC2=CC=C(CCCNC1=C(C=CC(=C1)OC)[C@H]1CC=3C=CC(=CC3CC1)O)C=C2 ((R)-6-{2-{{4-[2-(7-Azabicyclo[2.2.1]hept-7-yl)ethoxy]benzyl}ethylamino}-4-methoxyphenyl}-5,6,7,8-tetrahydronaphthalen-2-ol). The yield is 152.4%. As a reaction SMILES: C([N:3](C(=O)C1C=CC(O)=CC=1)[C:4]1[CH:9]=[C:8]([O:10][CH3:11])[CH:7]=[CH:6][C:5]=1[C@@H:12]1[CH2:21][CH2:20][C:19]2[CH:18]=[C:17]([O:22]C(=O)C(C)(C)C)[CH:16]=[CH:15][C:14]=2[CH2:13]1)C.[CH:38]12[N:44]([C:45](=O)[CH2:46]Br)[CH:41]([CH2:42][CH2:43]1)[CH2:40][CH2:39]2>>[CH:38]12[N:44]([CH2:45][CH2:46][O:10][C:8]3[CH:9]=[CH:4][C:5]([CH2:12][CH2:13][CH2:14][NH:3][C:4]4[CH:9]=[C:8]([O:10][CH3:11])[CH:7]=[CH:6][C:5]=4[C@@H:12]4[CH2:21][CH2:20][C:19]5[CH:18]=[C:17]([OH:22])[CH:16]=[CH:15][C:14]=5[CH2:13]4)=[CH:6][CH:7]=3)[CH:41]([CH2:42][CH2:43]1)[CH2:40][CH2:39]2. Procedure: Synthesized from pivalic acid (R)-6-{2-[ethyl(4-hydroxybenzoyl)amino]-4-methoxyphenyl}-5,6,7,8-tetrahydronaphthalen-2-yl ester (15 mg) and 1-(7-azabicyclo[2.2.1]hept-7-yl)-2-bromoethanone (13 mg) according to an analogous synthetic method to Example 404 and purified by LC-MS, the title compound (12 mg) was obtained. Starting materials: O=Cc1c(O)cc(OC2CCCCO2)cc1Br, BrCc1ccccc1, CCOC(C)=O, [K+], [K+], O=C([O-])[O-], CN(C)C=O. The product is O=Cc1c(Br)cc(OC2CCCCO2)cc1OCc1ccccc1. As a reaction SMILES: [Br:1][c:2]1[c:3]([CH:4]=[O:5])[c:6]([OH:17])[cH:7][c:8]([O:10][CH:11]2[O:12][CH2:13][CH2:14][CH2:15][CH2:16]2)[cH:9]1.[Br:24][CH2:25][c:26]1[cH:27][cH:28][cH:29][cH:30][cH:31]1.[CH3:37][CH2:38][O:39][C:40](=[O:41])[CH3:42].[K+:18].[K+:19].[O-:20][C:21]([O-:22])=[O:23].[O:32]=[CH:33][N:34]([CH3:35])[CH3:36]>>[Br:1][c:2]1[c:3]([CH:4]=[O:5])[c:6]([O:17][CH2:25][c:26]2[cH:27][cH:28][cH:29][cH:30][cH:31]2)[cH:7][c:8]([O:10][CH:11]2[O:12][CH2:13][CH2:14][CH2:15][CH2:16]2)[cH:9]1.